From a dataset of the Open Reaction Database (ORD), a public repository of structured organic reaction records. describe an organic reaction: reactants, conditions, products, and yield The reactants are S(=O)([O-])[O-].[Na+].[Na+] (sodium sulfite), S(=O)(=O)(C)OC=1C=C(C=CC1)S(=O)(=O)Cl (m-mesyloxybenzenesulfonyl chloride), [OH-].[Na+] (sodium hydroxide). The solvent is O (water). Conditions: time 2 hour. Yields the product S(=O)(=O)(C)OC=1C=C(C=CC1)S(=O)[O-].[Na+] (Sodium m-mesyloxybenzenesulfinate). As a reaction SMILES: S([O-])([O-])=O.[Na+:5].[Na+].[S:7]([O:11][C:12]1[CH:13]=[C:14]([S:18](Cl)(=[O:20])=[O:19])[CH:15]=[CH:16][CH:17]=1)([CH3:10])(=[O:9])=[O:8].[OH-].[Na+]>O>[S:7]([O:11][C:12]1[CH:13]=[C:14]([S:18]([O-:20])=[O:19])[CH:15]=[CH:16][CH:17]=1)([CH3:10])(=[O:9])=[O:8].[Na+:5] |f:0.1.2,4.5,7.8|. Reported procedure: To a solution of sodium sulfite (63 g; 0.5 mole) in water (400 ml) was added m-mesyloxybenzenesulfonyl chloride (67.7 g; 0.25 mole). The mixture was stirred vigorously, adding 50 percent sodium hydroxide solution as needed to maintain pH at 7 to 7.25, holding the temperature at 20° to 25° C. by means of a cold water bath. After 2 hours, a clear solution with a small amount of brown sludge was obtained. The mixture was filtered through Celite and the filtrate was poured into an evaporating dish a... The reactants are BrC=1SC(=CN1)C1(OCCO1)C (2-bromo-5-(2-methyl-[1,3]dioxolan-2-yl)thiazole), [Li]CCCC (n-BuLi), solution, N#N (N2), CN(C)C=O (DMF), Cl (HCl), [NH4+].[Cl-] (NH4Cl). The solvent is CCOCC (Et2O), hexanes. Reaction conditions: temperature -60 celsius, time 1 hour. The product is CC1(OCCO1)C1=CN=C(S1)C=O (5-(2-Methyl-[1,3]dioxolan-2-yl)-thiazole-2-carbaldehyde). RXN SMILES: N#N.Br[C:4]1[S:5][C:6]([C:9]2([CH3:14])[O:13][CH2:12][CH2:11][O:10]2)=[CH:7][N:8]=1.[Li]CCCC.CN([CH:23]=[O:24])C.[NH4+].[Cl-].Cl>CCOCC>[CH3:14][C:9]1([C:6]2[S:5][C:4]([CH:23]=[O:24])=[N:8][CH:7]=2)[O:13][CH2:12][CH2:11][O:10]1 |f:4.5|. Reported procedure: In a flame dried round-bottomed flask equipped with a magnetic stir bar and under inert atmosphere (N2), a solution of 2-bromo-5-(2-methyl-[1,3]dioxolan-2-yl)thiazole (5.00 g, 20.00 mmol) in dry Et2O (40 mL) was added to a n-BuLi (8.40 mL of a 2.5M solution in hexanes, 21.00 mmol) at −78° C. The reaction mixture was then stirred for 30 min at −78° C. before DMF (2.5 mL, 32.29 mmol) was added dropwise. The reaction mixture was stirred at −60° C. for 1 h. Sat. aq. NH4Cl (100 mL) was added, followe...